From a dataset of the Open Reaction Database (ORD), a public repository of structured organic reaction records. describe an organic reaction: reactants, conditions, products, and yield Starting materials: BrC1=C(C=CC=C1)C1=CC=CC(=N1)C (6-(2-bromophenyl)-2-methylpyridine), [Se](=O)=O (Selenium dioxide). Solvent: O1CCOCC1 (1,4-dioxane). Product: BrC1=C(C=CC=C1)C1=CC=CC(=N1)C=O (6-(2-bromophenyl)-2-pyridinecarboxaldehyde). Yield: 54.1%. As a reaction SMILES: [Br:1][C:2]1[CH:7]=[CH:6][CH:5]=[CH:4][C:3]=1[C:8]1[N:13]=[C:12]([CH3:14])[CH:11]=[CH:10][CH:9]=1.[Se](=O)=[O:16]>O1CCOCC1>[Br:1][C:2]1[CH:7]=[CH:6][CH:5]=[CH:4][C:3]=1[C:8]1[N:13]=[C:12]([CH:14]=[O:16])[CH:11]=[CH:10][CH:9]=1. Procedure details: 6-(2-bromophenyl)-2-methylpyridine (3.5 g) was dissolved in 150 ml 1,4-dioxane. Selenium dioxide (Aldrich, Gold Label, 2.0 g) was added and the mixture was refluxed for a total of 50 hours. The solids were removed by filtration and the mixture was diluted with ether. The solution was washed several times with water, dried over magnesium sulfate, filtered and evaporated to afford 2.0 g of crude 6-(2-bromophenyl)-2-pyridinecarboxaldehyde as a yellow semi-solid. Starting materials: C(CCC)(=O)OC (methyl butyrate), C(=O)OC (methyl formate), [H-].[Na+] (NaH). Solvent: COCCOC (DME), COCCOC (DME). Reaction conditions: time 8 hour. Yields the product O\C=C(/C(=O)OC)\CC ((Z)-methyl 2-(hydroxymethylene)butanoate). Yield: 46.2%. As a reaction SMILES: [H-].[Na+].[C:3]([O:8][CH3:9])(=[O:7])[CH2:4][CH2:5][CH3:6].[CH:10](OC)=[O:11]>COCCOC>[OH:11]/[CH:10]=[C:4](/[CH2:5][CH3:6])\[C:3]([O:8][CH3:9])=[O:7] |f:0.1|. Reported procedure: To a suspension of NaH (7.99 g, 200 mmol) in DME (100 mL) was added a mixture of methyl butyrate (5.1 g, 49.9 mmol) and methyl formate (17.99 g, 300 mmol) in DME (100 mL) dropwise at 0° C. under nitrogen. The mixture was stirred at room temperature overnight, and then filtered through a pad of celite. To the filtrate was added ether (200 mL), and let the suspension stand for 4 h. The solid was collected by filtration, washed with diethyl ether and dried in vacuo to afford the title compound (3 g...